The task is: describe an organic reaction: reactants, conditions, products, and yield. This data is from the Open Reaction Database (ORD), a public repository of structured organic reaction records. Reactants: C(=O)(OC(C)(C)C)N1CCC1C(=O)O (N-Boc-azetidine-4-carboxylic acid), ClC1=CC=C(C=C1)C[C@H](C(=O)N1CCC(CC1)C1=C(C=CC=C1)N(S(=O)(=O)C)CC1CC1)NC(=O)OC(C)(C)C (N-[(1R)-1-[(4-chlorophenyl)methyl]-2-(4-{2-[(cyclopropylmethyl)-(methylsulfonyl)amino]phenyl}-piperidyl)-2-oxoethyl](tert-butoxy)carboxamide), C=1C=CC2=C(C1)N=NN2O (HOBT), C(=O)(C(F)(F)F)O (TFA), C(CCl)Cl (EDC). The solvent is C1CCOC1 (THF), C(Cl)Cl (CH2Cl2). The product is ClC1=CC=C(C=C1)C[C@H](C(=O)N1CCC(CC1)C1=C(C=CC=C1)N(S(=O)(=O)C)CC1CC1)NC(=O)C1CN(C1)C(=O)OC(C)(C)C (tert-Butyl 3-(N-[(1R)-1-[(4-chlorophenyl)methyl]-2-(4-{2-[(cyclopropylmethyl)-(methylsulfonyl)amino]phenyl}piperidyl)-2-oxoethyl]carbamoyl)azetidine-carboxylate). The yield is 71.3%. RXN SMILES: [Cl:1][C:2]1[CH:7]=[CH:6][C:5]([CH2:8][C@@H:9]([NH:33][C:34](OC(C)(C)C)=[O:35])[C:10]([N:12]2[CH2:17][CH2:16][CH:15]([C:18]3[CH:23]=[CH:22][CH:21]=[CH:20][C:19]=3[N:24]([CH2:29][CH:30]3[CH2:32][CH2:31]3)[S:25]([CH3:28])(=[O:27])=[O:26])[CH2:14][CH2:13]2)=[O:11])=[CH:4][CH:3]=1.C(O)(C(F)(F)F)=O.C(Cl)CCl.C1C=CC2N(O)N=NC=2C=1.[C:62]([N:69]1[CH:72](C(O)=O)[CH2:71][CH2:70]1)([O:64][C:65]([CH3:68])([CH3:67])[CH3:66])=[O:63]>C(Cl)Cl.C1COCC1>[Cl:1][C:2]1[CH:7]=[CH:6][C:5]([CH2:8][C@@H:9]([NH:33][C:34]([CH:71]2[CH2:70][N:69]([C:62]([O:64][C:65]([CH3:66])([CH3:67])[CH3:68])=[O:63])[CH2:72]2)=[O:35])[C:10]([N:12]2[CH2:13][CH2:14][CH:15]([C:18]3[CH:23]=[CH:22][CH:21]=[CH:20][C:19]=3[N:24]([CH2:29][CH:30]3[CH2:32][CH2:31]3)[S:25]([CH3:28])(=[O:27])=[O:26])[CH2:16][CH2:17]2)=[O:11])=[CH:4][CH:3]=1. Procedure details: The title compound was prepared according to the procedure described in Example 11 (Step c) using N-[(1R)-1-[(4-chlorophenyl)methyl]-2-(4-{2-[(cyclopropylmethyl)-(methylsulfonyl)amino]phenyl}-piperidyl)-2-oxoethyl](tert-butoxy)carboxamide (Example 11 Step b) (450 mg, 0.76 mmol) and 50% TFA in CH2Cl2 (6 mL) followed by EDC (Aldrich) (259 mg, 1.35 mmol), HOBT (Aldrich) (270 mg, 2.0 mmol) and N-Boc-azetidine-4-carboxylic acid (PepTech Corporation) (220 mg, 1.1 mmol) in THF (20 mL). Purification by ...